This data is from the Open Reaction Database (ORD), a public repository of structured organic reaction records. The task is: describe an organic reaction: reactants, conditions, products, and yield The reactants are CCO, OCCCCCCCl, [I-], [K+], [K+], [OH-], O, O=C(O)C=Cc1ccc(O)cc1. Yields the product O=C(O)C=Cc1ccc(OCCCCCCO)cc1. RXN SMILES: [CH3:25][CH2:26][OH:27].[Cl:17][CH2:18][CH2:19][CH2:20][CH2:21][CH2:22][CH2:23][OH:24].[I-:14].[K+:13].[K+:16].[OH-:15].[OH2:28].[OH:1][c:2]1[cH:3][cH:4][c:5]([CH:6]=[CH:7][C:8](=[O:9])[OH:10])[cH:11][cH:12]1>>[O:1]([c:2]1[cH:3][cH:4][c:5]([CH:6]=[CH:7][C:8](=[O:9])[OH:10])[cH:11][cH:12]1)[CH2:18][CH2:19][CH2:20][CH2:21][CH2:22][CH2:23][OH:24]. Reactants: C#C (acetylene), C[Si](O[C@@H]1C(C(C[C@H](C1)O[Si](C(C)(C)C)(C)C)=O)C)(C(C)(C)C)C ((3S,5S)-3,5-Bis[[dimethyl(1,1-dimethylethyl)silyl]oxy]-2-methylcyclohexanone), C(CCC)[Li] (n-Butyllithium). Yield: 70.7%. The product is C[Si](O[C@@H]1C(C(C[C@H](C1)O[Si](C(C)(C)C)(C)C)(O)C#C)C)(C(C)(C)C)C ((3S,5s)-3,5-Bis[[dimethyl(1,1-dimethylethyl)silyl]oxy]-1-ethinyl-2-methylcyclohexanol). Procedure details: At 0° C., acetylene is introduced into 50 ml of THF for 20 minutes. 1.25 ml n-Butyllithium solution (1.6M in hexane, 2 mmol) is added in drops and stirred for 20 more minutes at this temperature. Then, 215 mg (0.58 mmol) of 9 in 2 ml of THF is added in drops and stirred for 2 hours. Then, it is quenched with saturated ammonium chloride solution, diluted with ethyl acetate, and the organic phase is washed with saturated sodium chloride solution, dried on sodium sulfate and the solvent is removed.... Reaction SMILES: C#C.[CH2:3]([Li])[CH2:4]CC.[CH3:8][Si:9]([CH3:31])([C:27]([CH3:30])([CH3:29])[CH3:28])[O:10][C@H:11]1[CH2:16][C@H:15]([O:17][Si:18]([CH3:24])([CH3:23])[C:19]([CH3:22])([CH3:21])[CH3:20])[CH2:14][C:13](=[O:25])[CH:12]1[CH3:26]>C1COCC1>[CH3:31][Si:9]([CH3:8])([C:27]([CH3:30])([CH3:29])[CH3:28])[O:10][C@H:11]1[CH2:16][C@H:15]([O:17][Si:18]([CH3:24])([CH3:23])[C:19]([CH3:22])([CH3:21])[CH3:20])[CH2:14][C:13]([C:3]#[CH:4])([OH:25])[CH:12]1[CH3:26]. The solvent is C1CCOC1 (THF), C1CCOC1 (THF). Procedure details: The desired compound was prepared according to the procedure of Example D94 using 6-chloro-12-(2-piperidin-4-ylethoxy)-2,4,8,18,22-pentaazatetracyclo[14.3.1.1(3,7).1(9,13)]docosa-1(20),3(22),4,6,9(21),10,12,16,18-nonaene tris(trifluoroacetate) and nicotinoyl chloride hydrochloride as the starting materials in 50% yield. LCMS for C30H31ClN7O2 (M+H)+: m/z=556.1. Starting materials: FC(C(=O)O)(F)F.FC(C(=O)O)(F)F.FC(C(=O)O)(F)F.ClC=1C=NC=2NC=3C=NC=C(CCC4=C(C=CC(NC1N2)=C4)OCCC4CCNCC4)C3 (6-chloro-12-(2-piperidin-4-ylethoxy)-2,4,8,18,22-pentaazatetracyclo[14.3.1.1(3,7).1(9,13)]docosa-1(20),3(22),4,6,9(21),10,12,16,18-nonaene tris(trifluoroacetate)), Cl.C(C1=CN=CC=C1)(=O)Cl (nicotinoyl chloride hydrochloride). As a reaction SMILES: [F:1][C:2]([F:7])([F:6])[C:3]([OH:5])=[O:4].[F:8][C:9]([F:14])([F:13])[C:10]([OH:12])=[O:11].[F:15][C:16]([F:21])([F:20])[C:17]([OH:19])=[O:18].[Cl:22][C:23]1[CH:24]=[N:25][C:26]2[NH:27][C:28]3[CH:29]=[N:30][CH:31]=[C:32]([CH:53]=3)[CH2:33][CH2:34][C:35]3[CH:43]=[C:39]([NH:40][C:41]=1[N:42]=2)[CH:38]=[CH:37][C:36]=3[O:44][CH2:45][CH2:46][CH:47]1[CH2:52][CH2:51][NH:50][CH2:49][CH2:48]1.Cl.[C:55](Cl)(=[O:62])[C:56]1[CH:61]=[CH:60][CH:59]=[N:58][CH:57]=1>>[F:1][C:2]([F:7])([F:6])[C:3]([OH:5])=[O:4].[F:8][C:9]([F:14])([F:13])[C:10]([OH:12])=[O:11].[F:15][C:16]([F:21])([F:20])[C:17]([OH:19])=[O:18].[Cl:22][C:23]1[CH:24]=[N:25][C:26]2[NH:27][C:28]3[CH:29]=[N:30][CH:31]=[C:32]([CH:53]=3)[CH2:33][CH2:34][C:35]3[CH:43]=[C:39]([NH:40][C:41]=1[N:42]=2)[CH:38]=[CH:37][C:36]=3[O:44][CH2:45][CH2:46][CH:47]1[CH2:48][CH2:49][N:50]([C:55]([C:56]2[CH:57]=[N:58][CH:59]=[CH:60][CH:61]=2)=[O:62])[CH2:51][CH2:52]1 |f:0.1.2.3,4.5,6.7.8.9|. Isolated yield 50.0%. The product is FC(C(=O)O)(F)F.FC(C(=O)O)(F)F.FC(C(=O)O)(F)F.ClC=1C=NC=2NC=3C=NC=C(CCC4=C(C=CC(NC1N2)=C4)OCCC4CCN(CC4)C(=O)C=4C=NC=CC4)C3 (6-Chloro-12-{2-[1-(pyridin-3-ylcarbonyl)piperidin-4-yl]ethoxy}-2,4,8,18,22-pentaazatetracyclo[14.3.1.1(3,7).1(9,13)]docosa-1(20),3(22),4,6,9(21),10,12,16,18-nonaene tris(trifluoroacetate)). Reactants: C(C1=CC=CC=C1)(=O)C1=CC2=C(N(C(S2)=O)CCOC2=CC=C(C=C2)C=CC(=O)OC)C=C1 (Methyl 3-{4-[2-(6-benzoyl-2-oxo-1,3-benzothiazol-3(2H)-yl)ethoxy]phenyl}-2-propenoate). Reagents/catalysts: [Pd] (palladium-on-carbon). The solvent is CO.O1CCOCC1 (methanol dioxane). Reaction conditions: time 10.5 hour. Product: C(C1=CC=CC=C1)(=O)C1=CC2=C(N(C(S2)=O)CCOC2=CC=C(C=C2)CCC(=O)OC)C=C1 (Methyl 3-{4-[2-(6-benzoyl-2-oxo-1,3-benzothiazol-3(2H)-yl)ethoxy]-phenyl}propanoate). As a reaction SMILES: [C:1]([C:9]1[CH:33]=[CH:32][C:12]2[N:13]([CH2:17][CH2:18][O:19][C:20]3[CH:25]=[CH:24][C:23]([CH:26]=[CH:27][C:28]([O:30][CH3:31])=[O:29])=[CH:22][CH:21]=3)[C:14](=[O:16])[S:15][C:11]=2[CH:10]=1)(=[O:8])[C:2]1[CH:7]=[CH:6][CH:5]=[CH:4][CH:3]=1>CO.O1CCOCC1.[Pd]>[C:1]([C:9]1[CH:33]=[CH:32][C:12]2[N:13]([CH2:17][CH2:18][O:19][C:20]3[CH:21]=[CH:22][C:23]([CH2:26][CH2:27][C:28]([O:30][CH3:31])=[O:29])=[CH:24][CH:25]=3)[C:14](=[O:16])[S:15][C:11]=2[CH:10]=1)(=[O:8])[C:2]1[CH:3]=[CH:4][CH:5]=[CH:6][CH:7]=1 |f:1.2|. Procedure details: The compound obtained in Example 31 is dissolved in a methanol/dioxane mixture and then a catalytic amount of palladium-on-carbon is added. The reaction is stirred at ambient temperature under a hydrogen atmosphere for from 6 to 15 hours. The carbon is then filtered off and the solvents are removed by evaporation in vacuo. The resulting residue is recrystallised from methanol to yield the title product.